Dataset: the Open Reaction Database (ORD), a public repository of structured organic reaction records. Task: describe an organic reaction: reactants, conditions, products, and yield Starting materials: C(C)(C)(C)C[C@@H](N)C(=O)O (β-tert-Butyl-D-alanine), FC1=CC=C(C=C1)N1[C@@H]([C@H](C1=O)SCC(=O)C1=CC=C(C=C1)F)C1=CC=C(OCC(=O)NCC(=O)O)C=C1 (N-{[4-((2R,3R)-1-(4-Fluorophenyl)-3-{[2-(4-fluorophenyl)-2-oxoethyl]thio}-4-oxoazetidin-2-yl)phenoxy]acetyl}glycine), CN1CCOCC1 (N-Methylmorpholine), CN(C)C(=[N+](C)C)ON1C2=C(C=CC=C2)N=N1.[B-](F)(F)(F)F (TBTU), [BH4-].[Na+] (NaBH4). The solvent is O (Water), CN(C)C=O (DMF), CO (MeOH). Conditions: time 1 hour. Yields the product FC1=CC=C(C=C1)N1[C@@H]([C@H](C1=O)SCC(O)C1=CC=C(C=C1)F)C1=CC=C(OCC(=O)NCC(=O)N[C@H](CC(C)(C)C)C(=O)O)C=C1 (N-{[4-((2R,3R)-1-(4-fluorophenyl)-3-{[2-(4-fluorophenyl)-2-hydroxyethyl]thio}-4-oxoazetidin-2-yl)phenoxy]acetyl}glycyl-4-methyl-D-leucine). Isolated yield 70.6%. As a reaction SMILES: [F:1][C:2]1[CH:7]=[CH:6][C:5]([N:8]2[C:11](=[O:12])[C@H:10]([S:13][CH2:14][C:15]([C:17]3[CH:22]=[CH:21][C:20]([F:23])=[CH:19][CH:18]=3)=[O:16])[C@H:9]2[C:24]2[CH:38]=[CH:37][C:27]([O:28][CH2:29][C:30]([NH:32][CH2:33][C:34](O)=[O:35])=[O:31])=[CH:26][CH:25]=2)=[CH:4][CH:3]=1.CN1CCOCC1.CN(C(ON1N=NC2C=CC=CC1=2)=[N+](C)C)C.[B-](F)(F)(F)F.[C:68]([CH2:72][C@H:73]([C:75]([OH:77])=[O:76])[NH2:74])([CH3:71])([CH3:70])[CH3:69].[BH4-].[Na+]>CN(C=O)C.CO.O>[F:1][C:2]1[CH:3]=[CH:4][C:5]([N:8]2[C:11](=[O:12])[C@H:10]([S:13][CH2:14][CH:15]([C:17]3[CH:22]=[CH:21][C:20]([F:23])=[CH:19][CH:18]=3)[OH:16])[C@H:9]2[C:24]2[CH:25]=[CH:26][C:27]([O:28][CH2:29][C:30]([NH:32][CH2:33][C:34]([NH:74][C@@H:73]([C:75]([OH:77])=[O:76])[CH2:72][C:68]([CH3:71])([CH3:70])[CH3:69])=[O:35])=[O:31])=[CH:37][CH:38]=2)=[CH:6][CH:7]=1 |f:2.3,5.6|. Procedure: N-{[4-((2R,3R)-1-(4-Fluorophenyl)-3-{[2-(4-fluorophenyl)-2-oxoethyl]thio}-4-oxoazetidin-2-yl)phenoxy]acetyl}glycine (20 mg, 0.037 mmol) was dissolved in 1.5 ml DMF. N-Methylmorpholine (13 μl, 118 mmol) and TBTU (15 mg, 0.047 mmol) were added and the mixture was stirred for 1 h., β-tert-Butyl-D-alanine (11 mg, 0.076 mmol) was added and the mixture was stirred for 3 h. Water (0.2 ml) was added and the mixture was stirred for 15 min. MeOH (2 ml) and NaBH4 (15 mg) were added. NH4Ac (ca 20 mg) was ad... The reactants are C1CCOC1, COc1ccc(CNc2ncnc3c2ccn3C2OC(CN(C(C)C)C3CC(CCC(=O)OCc4ccccc4)C3)C3OC(C)(C)OC32)c(OC)c1, CO, [Li+], [OH-], O, O. The product is COc1ccc(CNc2ncnc3c2ccn3C2OC(CN(C(C)C)C3CC(CCC(=O)O)C3)C3OC(C)(C)OC32)c(OC)c1. RXN SMILES: [CH2:56]1[O:57][CH2:58][CH2:59][CH2:60]1.[CH3:1][O:2][c:3]1[c:4]([CH2:5][NH:6][c:7]2[c:8]3[c:9]([n:10][cH:11][n:12]2)[n:13]([CH:16]2[O:17][CH:18]([CH2:26][N:27]([CH:28]4[CH2:29][CH:30]([CH2:32][CH2:33][C:34](=[O:35])[O:36][CH2:37][c:38]5[cH:39][cH:40][cH:41][cH:42][cH:43]5)[CH2:31]4)[CH:44]([CH3:45])[CH3:46])[CH:19]4[CH:20]2[O:21][C:22]([CH3:24])([CH3:25])[O:23]4)[cH:14][cH:15]3)[cH:47][cH:48][c:49]([O:51][CH3:52])[cH:50]1.[CH3:61][OH:62].[Li+:54].[OH-:53].[OH2:55].[OH2:63]>>[CH3:1][O:2][c:3]1[c:4]([CH2:5][NH:6][c:7]2[c:8]3[c:9]([n:10][cH:11][n:12]2)[n:13]([CH:16]2[O:17][CH:18]([CH2:26][N:27]([CH:28]4[CH2:29][CH:30]([CH2:32][CH2:33][C:34](=[O:35])[OH:36])[CH2:31]4)[CH:44]([CH3:45])[CH3:46])[CH:19]4[CH:20]2[O:21][C:22]([CH3:24])([CH3:25])[O:23]4)[cH:14][cH:15]3)[cH:47][cH:48][c:49]([O:51][CH3:52])[cH:50]1. Starting materials: ClC1=NC=NC2=CC(=C(C=C12)OC)OC (4-Chloro-6,7-dimethoxyquinazoline), CC(=O)C1=C(C=CC(=C1)OC)O (2-hydroxy-5-methoxyacetophenone). Reagents/catalysts: CN(C1=CC=NC=C1)C (4-dimethylaminopyridine). Solvent: ClC1=C(C=CC=C1)Cl (o-dichlorobenzene). Conditions: temperature 160 celsius, time 10 minute. Product: COC=1C=C2C(=NC=NC2=CC1OC)OC1=C(C=C(C=C1)OC)C(C)=O (1-{2-[(6,7-Dimethoxy-4-quinazolyl)oxy]-5-methoxyphenyl}-1-ethanone). Yield: 50.0%. As a reaction SMILES: Cl[C:2]1[C:11]2[C:6](=[CH:7][C:8]([O:14][CH3:15])=[C:9]([O:12][CH3:13])[CH:10]=2)[N:5]=[CH:4][N:3]=1.[CH3:16][C:17]([C:19]1[CH:24]=[C:23]([O:25][CH3:26])[CH:22]=[CH:21][C:20]=1[OH:27])=[O:18]>CN(C)C1C=CN=CC=1.ClC1C=CC=CC=1Cl>[CH3:13][O:12][C:9]1[CH:10]=[C:11]2[C:6](=[CH:7][C:8]=1[O:14][CH3:15])[N:5]=[CH:4][N:3]=[C:2]2[O:27][C:20]1[CH:21]=[CH:22][C:23]([O:25][CH3:26])=[CH:24][C:19]=1[C:17](=[O:18])[CH3:16]. Reported procedure: 4-Chloro-6,7-dimethoxyquinazoline (59 mg), 2-hydroxy-5-methoxyacetophenone (213 mg), and 4-dimethylaminopyridine (173 mg) were suspended in o-dichlorobenzene (5 ml), and the suspension was stirred at 160° C. for 10 min. The reaction solution was cooled to room temperature, the solvent was then removed therefrom by distillation under the reduced pressure, and chloroform was added to the residue. The mixture was washed with a 1 N aqueous potassium hydroxide solution and saturated brine and was dri... The reactants are Cl.C1(CC1)C=1C=C(C(=NC1)N1CCNCC1)C (1-(5-cyclopropyl-3-methylpyridin-2-yl)piperazine hydrochloride), C(C)(C)[C@H]1N(C(OC1)=O)C1=CC=C(C(=O)O)C=C1 ((R)-4-(4-isopropyl-2-oxooxazolidin-3-yl)benzoic acid). Product: C1(CC1)C=1C=C(C(=NC1)N1CCN(CC1)C(=O)C1=CC=C(C=C1)N1C(OC[C@H]1C(C)C)=O)C ((R)-3-{4-[4-(5-cyclopropyl-3-methylpyridin-2-yl)piperazine-1-carbonyl]phenyl}-4-isopropyloxazolidin-2-one). Yield: 42.5%. Reaction SMILES: Cl.[CH:2]1([C:5]2[CH:6]=[C:7]([CH3:17])[C:8]([N:11]3[CH2:16][CH2:15][NH:14][CH2:13][CH2:12]3)=[N:9][CH:10]=2)[CH2:4][CH2:3]1.[CH:18]([C@@H:21]1[CH2:25][O:24][C:23](=[O:26])[N:22]1[C:27]1[CH:35]=[CH:34][C:30]([C:31](O)=[O:32])=[CH:29][CH:28]=1)([CH3:20])[CH3:19]>>[CH:2]1([C:5]2[CH:6]=[C:7]([CH3:17])[C:8]([N:11]3[CH2:12][CH2:13][N:14]([C:31]([C:30]4[CH:29]=[CH:28][C:27]([N:22]5[C@H:21]([CH:18]([CH3:19])[CH3:20])[CH2:25][O:24][C:23]5=[O:26])=[CH:35][CH:34]=4)=[O:32])[CH2:15][CH2:16]3)=[N:9][CH:10]=2)[CH2:4][CH2:3]1 |f:0.1|. Procedure details: By reaction and treatment in the same manner as in Example 29 and using 1-(5-cyclopropyl-3-methylpyridin-2-yl)piperazine hydrochloride (381 mg) described in Preparation Example 49 and (R)-4-(4-isopropyl-2-oxooxazolidin-3-yl)benzoic acid (374 mg) described in Preparation Example 18, the title compound (286 mg) was obtained. The reactants are [Br-], CCOCC, C1CCOC1, [Li]C, Cl[Ce](Cl)Cl, Cl, N#Cc1ccc(F)c(F)c1, [Li+], [NH4+], [OH-]. The product is NCc1ccc(F)c(F)c1. Reaction SMILES: [Br-:15].[CH2:22]([O:23][CH2:24][CH3:25])[CH3:26].[CH2:27]1[O:28][CH2:29][CH2:30][CH2:31]1.[CH3:17][Li:18].[Cl:1][Ce:2]([Cl:3])[Cl:4].[ClH:21].[F:5][c:6]1[cH:7][c:8]([C:9]#[N:10])[cH:11][cH:12][c:13]1[F:14].[Li+:16].[NH4+:19].[OH-:20]>>[F:5][c:6]1[cH:7][c:8]([CH2:9][NH2:10])[cH:11][cH:12][c:13]1[F:14]. Reactants: O=C([O-])[O-], CN(C)CCCl, CCOC(C)=O, Cl, [Cs+], [Cs+], CN(C)C=O, c1ccc2c(c1)CNCC2c1ccc2sccc2c1. The product is c1ccc2c(c1)CCNC2. As a reaction SMILES: [C:27](=[O:28])([O-:29])[O-:30].[CH3:20][N:21]([CH3:22])[CH2:23][CH2:24][Cl:25].[CH3:38][CH2:39][O:40][C:41](=[O:42])[CH3:43].[ClH:26].[Cs+:31].[Cs+:32].[O:33]=[CH:34][N:35]([CH3:36])[CH3:37].[s:1]1[cH:2][cH:3][c:4]2[cH:5][c:6]([CH:10]3[CH2:11][NH:12][CH2:13][c:14]4[cH:15][cH:16][cH:17][cH:18][c:19]43)[cH:7][cH:8][c:9]12>>[CH2:10]1[CH2:11][NH:12][CH2:13][c:14]2[cH:15][cH:16][cH:17][cH:18][c:19]21. Reactants: II, C(C)(C)[Si](C(C)C)(C(C)C)Cl (triisopropylsilylchloride), [H-].[Na+] (sodium hydride), ClC=1C2=C(N=CN1)NC=C2 (4-chloro-7H-pyrrolo[2,3-d]pyrimidine), ClC=1N=CC2=C(N1)NC=C2 (2-chloro-7H-pyrrolo[2,3-d]pyrimidine). The solvent is O1CCCC1 (tetrahydrofuran). As a reaction SMILES: Cl[C:2]1[C:3]2[CH:10]=[CH:9][NH:8][C:4]=2[N:5]=[CH:6][N:7]=1.ClC1N=CC2C=CNC=2N=1.C([Si](Cl)(C(C)C)C(C)C)(C)C.[H-].[Na+]>O1CCCC1>[N:5]1[C:4]2[NH:8][CH:9]=[CH:10][C:3]=2[CH:2]=[N:7][CH:6]=1 |f:3.4|. Procedure details: Compounds of Formula I or II, where P is a suitable protecting group, are prepared by reacting 4-chloro-7H-pyrrolo[2,3-d]pyrimidine (1) or 2-chloro-7H-pyrrolo[2,3-d]pyrimidine (2), respectively, with an appropriate reagent to introduce a suitable protecting group (P—X, e.g. triisopropylsilylchloride) and a base (e.g. sodium hydride) in a solvent (e.g. tetrahydrofuran) typically at room temperature for 8-12 hours. The desired compound is isolated by conventional means (e.g. extraction). The product is N1=CN=CC2=C1NC=C2 (7H-pyrrolo[2,3-d]pyrimidine).